Dataset: the Open Reaction Database (ORD), a public repository of structured organic reaction records. Task: describe an organic reaction: reactants, conditions, products, and yield Starting materials: COC(=O)C(=Cc1ccc2c(c1)OCC(c1cccc(OCc3ccc(Cl)c(Cl)c3)c1)O2)NC(=O)OC(C)(C)C, CCOC(C)=O, ClCCl. The product is COC(=O)C(Cc1ccc2c(c1)OCC(c1cccc(OCc3ccc(Cl)c(Cl)c3)c1)O2)NC(=O)OC(C)(C)C. As a reaction SMILES: [CH3:1][O:2][C:3]([C:4](=[CH:5][c:6]1[cH:7][c:8]2[c:9]([cH:30][cH:31]1)[O:10][CH:11]([c:14]1[cH:15][c:16]([O:20][CH2:21][c:22]3[cH:23][c:24]([Cl:29])[c:25]([Cl:28])[cH:26][cH:27]3)[cH:17][cH:18][cH:19]1)[CH2:12][O:13]2)[NH:32][C:33](=[O:34])[O:35][C:36]([CH3:37])([CH3:38])[CH3:39])=[O:40].[CH3:44][CH2:45][O:46][C:47]([CH3:48])=[O:49].[Cl:41][CH2:42][Cl:43]>>[CH3:1][O:2][C:3]([CH:4]([CH2:5][c:6]1[cH:7][c:8]2[c:9]([cH:30][cH:31]1)[O:10][CH:11]([c:14]1[cH:15][c:16]([O:20][CH2:21][c:22]3[cH:23][c:24]([Cl:29])[c:25]([Cl:28])[cH:26][cH:27]3)[cH:17][cH:18][cH:19]1)[CH2:12][O:13]2)[NH:32][C:33](=[O:34])[O:35][C:36]([CH3:37])([CH3:38])[CH3:39])=[O:40]. The reactants are intermediate 5, ClC=1N=C(C2=C(N1)CN(C2)C(=O)OC(C)(C)C)N2[C@H](COCC2)C ((S)-tert-butyl 2-chloro-4-(3-methylmorpholino)-5H-pyrrolo[3,4-d]pyrimidine-6(7H)-carboxylate), C1(CC1)NC(=O)NC1=CC=C(C=C1)B1OC(C(O1)(C)C)(C)C (1-cyclopropyl-3-(4-(4,4,5,5-tetramethyl-1,3,2-dioxaborolan-2-yl)phenyl)urea). Yields the product C1(CC1)NC(NC1=CC=C(C=C1)C=1N=C(C2=C(N1)CN(C2)C(=O)OC(C)(C)C)N2[C@H](COCC2)C)=O ((S)-tert-butyl 2-(4-(3-cyclopropylureido)phenyl)-4-(3-methylmorpholino)-5H-pyrrolo[3,4-d]pyrimidine-6(7H)-carboxylate). Reaction SMILES: Cl[C:2]1[N:3]=[C:4]([N:18]2[CH2:23][CH2:22][O:21][CH2:20][C@@H:19]2[CH3:24])[C:5]2[CH2:10][N:9]([C:11]([O:13][C:14]([CH3:17])([CH3:16])[CH3:15])=[O:12])[CH2:8][C:6]=2[N:7]=1.[CH:25]1([NH:28][C:29]([NH:31][C:32]2[CH:37]=[CH:36][C:35](B3OC(C)(C)C(C)(C)O3)=[CH:34][CH:33]=2)=[O:30])[CH2:27][CH2:26]1>>[CH:25]1([NH:28][C:29](=[O:30])[NH:31][C:32]2[CH:33]=[CH:34][C:35]([C:2]3[N:3]=[C:4]([N:18]4[CH2:23][CH2:22][O:21][CH2:20][C@@H:19]4[CH3:24])[C:5]4[CH2:10][N:9]([C:11]([O:13][C:14]([CH3:17])([CH3:16])[CH3:15])=[O:12])[CH2:8][C:6]=4[N:7]=3)=[CH:36][CH:37]=2)[CH2:27][CH2:26]1. Procedure details: (S)-tert-butyl 2-(4-(3-cyclopropylureido)phenyl)-4-(3-methylmorpholino)-5H-pyrrolo[3,4-d]pyrimidine-6(7H)-carboxylate was prepared by the method described for intermediate 5 using intermediate 1 and 1-cyclopropyl-3-(4-(4,4,5,5-tetramethyl-1,3,2-dioxaborolan-2-yl)phenyl)urea as starting materials